Task: describe an organic reaction: reactants, conditions, products, and yield. Dataset: the Open Reaction Database (ORD), a public repository of structured organic reaction records The reactants are C1CCOC1, COc1ccc(N)cc1, C[Si](C)(C)[N-][Si](C)(C)C, Cl, O=C(O)c1ccncc1F, [Li+]. Yields the product COc1ccc(Nc2cnccc2C(=O)O)cc1. Reaction SMILES: [CH2:31]1[O:32][CH2:33][CH2:34][CH2:35]1.[CH3:11][O:12][c:13]1[cH:14][cH:15][c:16]([NH2:19])[cH:17][cH:18]1.[CH3:21][Si:22]([N-:23][Si:24]([CH3:25])([CH3:26])[CH3:27])([CH3:28])[CH3:29].[ClH:30].[F:1][c:2]1[c:3]([C:4](=[O:5])[OH:6])[cH:7][cH:8][n:9][cH:10]1.[Li+:20]>>[c:2]1([NH:19][c:16]2[cH:15][cH:14][c:13]([O:12][CH3:11])[cH:18][cH:17]2)[c:3]([C:4](=[O:5])[OH:6])[cH:7][cH:8][n:9][cH:10]1. The reactants are O (water), C(CC)C=1C(NC=CC1)=O (3-Propylpyridin-2(1H)-one), FC1=C(C=C(C=C1)[N+](=O)[O-])OC (1-fluoro-2-methoxy-4-nitrobenzene), CC(C)([O-])C.[K+] (potassium tert-butoxide). Solvent: CN(C)C=O (DMF). Conditions: temperature 0 celsius, time 30 minute. The product is COC1=C(C=CC(=C1)[N+](=O)[O-])N1C(C(=CC=C1)CCC)=O (1-(2-Methoxy-4-nitrophenyl)-3-propylpyridin-2(1H)-one). RXN SMILES: [CH2:1]([C:4]1[C:5](=[O:10])[NH:6][CH:7]=[CH:8][CH:9]=1)[CH2:2][CH3:3].CC(C)([O-])C.[K+].F[C:18]1[CH:23]=[CH:22][C:21]([N+:24]([O-:26])=[O:25])=[CH:20][C:19]=1[O:27][CH3:28].O>CN(C=O)C>[CH3:28][O:27][C:19]1[CH:20]=[C:21]([N+:24]([O-:26])=[O:25])[CH:22]=[CH:23][C:18]=1[N:6]1[CH:7]=[CH:8][CH:9]=[C:4]([CH2:1][CH2:2][CH3:3])[C:5]1=[O:10] |f:1.2|. Reported procedure: 500 mg (3.65 mmol) of the product from example 51A are dissolved in 7.3 ml of DMF and cooled to 0° C. To this are added 613 mg (5.47 mmol) of potassium tert-butoxide, and the mixture is left to stir at RT for 30 min. Then 624 mg (3.65 mmol) of 1-fluoro-2-methoxy-4-nitrobenzene are added. The mixture is stirred at RT for 6 h, water is added and the mixture is extracted four times with ethyl acetate. The combined organic phases are dried over sodium sulfate and concentrated. Purification is effect... Reactants: CC(C)(C)C(=O)Cl, ClC(Cl)Cl, Cc1c(C#N)c(N)c(N)c(N2CCC(N(C)C)C2)c1-c1ccccc1, O. Yields the product Cc1c(C#N)c(N)c(NC(=O)C(C)(C)C)c(N2CCC(N(C)C)C2)c1-c1ccccc1. As a reaction SMILES: [C:1]([C:2]([CH3:3])([CH3:4])[CH3:5])(=[O:6])[Cl:7].[CH:8]([Cl:9])([Cl:10])[Cl:11].[NH2:12][c:13]1[c:14]([C:35]#[N:36])[c:15]([CH3:34])[c:16](-[c:28]2[cH:29][cH:30][cH:31][cH:32][cH:33]2)[c:17]([N:20]2[CH2:21][CH:22]([N:25]([CH3:26])[CH3:27])[CH2:23][CH2:24]2)[c:18]1[NH2:19].[OH2:37]>>[C:1]([C:2]([CH3:3])([CH3:4])[CH3:5])(=[O:6])[NH:19][c:18]1[c:13]([NH2:12])[c:14]([C:35]#[N:36])[c:15]([CH3:34])[c:16](-[c:28]2[cH:29][cH:30][cH:31][cH:32][cH:33]2)[c:17]1[N:20]1[CH2:21][CH:22]([N:25]([CH3:26])[CH3:27])[CH2:23][CH2:24]1. Reactants: ClCCl, COc1ccc(C)nc1-c1ccc(C(F)(F)F)cc1CN1C(=O)OC(c2cc(C(F)(F)F)cc(C(F)(F)F)c2)C1C, O=C(OO)c1cccc(Cl)c1. The product is COc1ccc(C)[n+]([O-])c1-c1ccc(C(F)(F)F)cc1CN1C(=O)OC(c2cc(C(F)(F)F)cc(C(F)(F)F)c2)C1C. As a reaction SMILES: [Cl:53][CH2:54][Cl:55].[F:1][C:2]([c:3]1[cH:4][c:5]([CH:13]2[CH:14]([CH3:39])[N:15]([CH2:19][c:20]3[c:21](-[c:30]4[n:31][c:32]([CH3:38])[cH:33][cH:34][c:35]4[O:36][CH3:37])[cH:22][cH:23][c:24]([C:26]([F:27])([F:28])[F:29])[cH:25]3)[C:16](=[O:18])[O:17]2)[cH:6][c:7]([C:9]([F:10])([F:11])[F:12])[cH:8]1)([F:40])[F:41].[OH:42][O:43][C:44]([c:45]1[cH:46][c:47]([Cl:48])[cH:49][cH:50][cH:51]1)=[O:52]>>[F:1][C:2]([c:3]1[cH:4][c:5]([CH:13]2[CH:14]([CH3:39])[N:15]([CH2:19][c:20]3[c:21](-[c:30]4[n+:31]([O-:42])[c:32]([CH3:38])[cH:33][cH:34][c:35]4[O:36][CH3:37])[cH:22][cH:23][c:24]([C:26]([F:27])([F:28])[F:29])[cH:25]3)[C:16](=[O:18])[O:17]2)[cH:6][c:7]([C:9]([F:10])([F:11])[F:12])[cH:8]1)([F:40])[F:41]. Reactants: [H-].[Na+] (NaH), [H-].[Na+] (NaH), ICC(=O)N (iodoacetamide), N1C=CC2=CC=CC=C12 (indole), ice. Solvent: CN(C)C=O (DMF), CN(C)C=O (DMF), CN(C)C=O (DMF). Reaction conditions: time 8 hour. Yields the product N1(C=CC2=CC=CC=C12)CC(=O)N (2-(N-indolyl) acetamide). Reaction SMILES: [NH:1]1[C:9]2[C:4](=[CH:5][CH:6]=[CH:7][CH:8]=2)[CH:3]=[CH:2]1.[H-].[Na+].I[CH2:13][C:14]([NH2:16])=[O:15]>CN(C=O)C>[N:1]1([CH2:13][C:14]([NH2:16])=[O:15])[C:9]2[C:4](=[CH:5][CH:6]=[CH:7][CH:8]=2)[CH:3]=[CH:2]1 |f:1.2|. Reported procedure: A solution of indole (10 g; 0.085 mol) in DMF (50 mL) was added dropwise to an ice cooled suspension of NaH (supplied as 60% dispersion in mineral oil) (4.1 g; 0.10 mol) in DMF (100 mL). The reaction was allowed to warm to room temperature and stirred for 4 hours until all NaH was consumed. A solution of iodoacetamide (18.5 g; 0.1 mol) in DMF (50 mL) was added and the reaction left to stir at room temperature overnight. The DMF was removed in vacuo and the residue dissolved in ethyl acetate (1 L...